Dataset: the Open Reaction Database (ORD), a public repository of structured organic reaction records. Task: describe an organic reaction: reactants, conditions, products, and yield Reactants: C(CCC)[Li] (butyllithium), [Cl-].ClC1=CC=C(C[P+](C2=CC=CC=C2)(C2=CC=CC=C2)C2=CC=CC=C2)C=C1 ((4-chlorobenzyl)triphenylphosphonium chloride), O1C(CCCC1)OCCCC=O (4-tetrahydropyranyloxy-1-butanal). The solvent is O1CCCC1 (tetrahydrofuran), O1CCCC1 (tetrahydrofuran). Product: ClC1=CC=C(C=C1)C=CCCCOC1OCCCC1 (1-(4-chlorophenyl)-5-(2-tetrahydropyranyloxy)-1-pentene). The yield is 47.7%. RXN SMILES: C([Li])CCC.[Cl-].[Cl:7][C:8]1[CH:33]=[CH:32][C:11]([CH2:12][P+](C2C=CC=CC=2)(C2C=CC=CC=2)C2C=CC=CC=2)=[CH:10][CH:9]=1.[O:34]1[CH2:39][CH2:38][CH2:37][CH2:36][CH:35]1[O:40][CH2:41][CH2:42][CH2:43][CH:44]=O>O1CCCC1>[Cl:7][C:8]1[CH:9]=[CH:10][C:11]([CH:12]=[CH:44][CH2:43][CH2:42][CH2:41][O:40][CH:35]2[CH2:36][CH2:37][CH2:38][CH2:39][O:34]2)=[CH:32][CH:33]=1 |f:1.2|. Reported procedure: In an argon atmosphere, butyllithium (10%; 37 ml) was added dropwise to a suspension of (4-chlorobenzyl)triphenylphosphonium chloride (24 g) in tetrahydrofuran (70 ml) with ice-cooling and stirring. After stirring at the same temperature for 30 minutes, a solution of 4-tetrahydropyranyloxy-1-butanal (9 g) in tetrahydrofuran (30 ml) was added dropwise, and the mixture was stirred at room temperature for 2 hours. The tetrahydrofuran was distilled off under reduced pressure and water was added to t...